This data is from the Open Reaction Database (ORD), a public repository of structured organic reaction records. The task is: describe an organic reaction: reactants, conditions, products, and yield Reactants: CC(C)(C)OC(=O)N1CCC(C(=O)c2cc(-c3ccc4cn(Cc5ccccc5)nc4c3)c3c(N)ncnn23)C1, C1CCOC1, Cl, C1COCCO1. Product: Nc1ncnn2c(C(=O)C3CCNC3)cc(-c3ccc4cn(Cc5ccccc5)nc4c3)c12. Reaction SMILES: [C:1]([O:2][C:3](=[O:4])[N:8]1[CH2:9][CH:10]([C:13](=[O:14])[c:15]2[cH:16][c:17](-[c:25]3[cH:26][cH:27][c:28]4[cH:29][n:30]([CH2:34][c:35]5[cH:36][cH:37][cH:38][cH:39][cH:40]5)[n:31][c:32]4[cH:33]3)[c:18]3[c:19]([NH2:24])[n:20][cH:21][n:22][n:23]23)[CH2:11][CH2:12]1)([CH3:5])([CH3:6])[CH3:7].[CH2:42]1[O:43][CH2:44][CH2:45][CH2:46]1.[ClH:41].[O:47]1[CH2:48][CH2:49][O:50][CH2:51][CH2:52]1>>[NH:8]1[CH2:9][CH:10]([C:13](=[O:14])[c:15]2[cH:16][c:17](-[c:25]3[cH:26][cH:27][c:28]4[cH:29][n:30]([CH2:34][c:35]5[cH:36][cH:37][cH:38][cH:39][cH:40]5)[n:31][c:32]4[cH:33]3)[c:18]3[c:19]([NH2:24])[n:20][cH:21][n:22][n:23]23)[CH2:11][CH2:12]1. RXN SMILES: COC1C=C2C(=CC=1)C1OC(C3ON=C(C4C=CC=CC=4)C=3C(F)(F)F)=NC=1CC2.[CH3:31][O:32][C:33]1[CH:34]=[C:35]2[C:40](=[CH:41][CH:42]=1)[C:39](=[O:43])[CH:38]([NH:44][C:45]([C:47]1[C:51]([C:52]([F:55])([F:54])[F:53])=[C:50]([C:56]3[CH:61]=[CH:60][CH:59]=[CH:58][CH:57]=3)[O:49][N:48]=1)=O)[CH2:37][CH2:36]2>>[CH3:31][O:32][C:33]1[CH:34]=[C:35]2[C:40](=[CH:41][CH:42]=1)[C:39]1[O:43][C:45]([C:47]3[C:51]([C:52]([F:53])([F:55])[F:54])=[C:50]([C:56]4[CH:57]=[CH:58][CH:59]=[CH:60][CH:61]=4)[O:49][N:48]=3)=[N:44][C:38]=1[CH2:37][CH2:36]2. Product: COC=1C=C2CCC=3N=C(OC3C2=CC1)C1=NOC(=C1C(F)(F)F)C1=CC=CC=C1 (7-Methoxy-2-(5-phenyl-4-(trifluoromethyl)isoxazol-3-yl)-4,5-dihydronaphtho[2,1-d]oxazole). Reactants: COC=1C=C2CCC=3N=C(OC3C2=CC1)C1=C(C(=NO1)C1=CC=CC=C1)C(F)(F)F (7-methoxy-2-(3-phenyl-4-(trifluoromethyl)isoxazol-5-yl)-4,5-dihydronaphtho[2,1-d]oxazole), COC=1C=C2CCC(C(C2=CC1)=O)NC(=O)C1=NOC(=C1C(F)(F)F)C1=CC=CC=C1 (N-(6-methoxy-1-oxo-1,2,3,4-tetrahydronaphthalen-2-yl)-5-phenyl-4-(trifluoromethyl)isoxazole-3-carboxamide). Procedure: The titled compound was prepared using the experimental protocol described for Preparation 43B employing N-(6-methoxy-1-oxo-1,2,3,4-tetrahydronaphthalen-2-yl)-5-phenyl-4-(trifluoromethyl)isoxazole-3-carboxamide (Preparation 49A). 1H NMR (400 MHz, CDCl3) δ ppm 7.73 (2H, d, J=7.26 Hz), 7.51-7.60 (3H, m), 7.48 (1H, d, J=9.02 Hz), 6.78-6.84 (2H, m), 3.82 (3H, s), 3.08-3.17 (2H, m), 2.95-3.03 (2H, m). Starting materials: O (water), FC(C(=O)OC(C(F)(F)F)=O)(F)F (Trifluoroacetic anhydride), C(CCCC)C1=CC=C(C=CC(=O)NC2=CC=CC3=C2OC(CO3)CC(=O)N)C=C1 (8-(p-pentylcinnamoyl)amino-1,4-benzodioxane-2-acetamide), N1=CC=CC=C1 (pyridine). Run in C1CCOC1 (THF). Conditions: time 10 minute. Yields the product C(CCCC)C1=CC=C(C=CC(=O)NC2=CC=CC3=C2OC(CO3)CC#N)C=C1 (8-(p-pentylcinnamoyl)amino-1,4-benzodioxane-2-acetonitrile). As a reaction SMILES: FC(F)(F)C(OC(=O)C(F)(F)F)=O.[CH2:14]([C:19]1[CH:43]=[CH:42][C:22]([CH:23]=[CH:24][C:25]([NH:27][C:28]2[C:33]3[O:34][CH:35]([CH2:38][C:39]([NH2:41])=O)[CH2:36][O:37][C:32]=3[CH:31]=[CH:30][CH:29]=2)=[O:26])=[CH:21][CH:20]=1)[CH2:15][CH2:16][CH2:17][CH3:18].N1C=CC=CC=1.O>C1COCC1>[CH2:14]([C:19]1[CH:20]=[CH:21][C:22]([CH:23]=[CH:24][C:25]([NH:27][C:28]2[C:33]3[O:34][CH:35]([CH2:38][C:39]#[N:41])[CH2:36][O:37][C:32]=3[CH:31]=[CH:30][CH:29]=2)=[O:26])=[CH:42][CH:43]=1)[CH2:15][CH2:16][CH2:17][CH3:18]. Reported procedure: Trifluoroacetic anhydride (0.1 m) was added to a solution of 8-(p-pentylcinnamoyl)amino-1,4-benzodioxane-2-acetamide (191 mg; synthesized in reference example 4) in THF (10 ml) cooling with ice. And pyridine (0.02 ml) was added to the mixture. After stirring for 10 min, the mixture was poured into water. The mixture was extracted with ethyl acetate. The extract was dried, concentrated under reduced pressure to give the title compound. Reactants: BrC1C(C2=CC=CC=C2C1)=O (2-Bromo-1-indanone), C1(C=2C(C(N1CCCCC(N)=S)=O)=CC=CC2)=O (5-phthalimidopentanethioamide). Yields the product C1(C=2C(C(N1CCCCC=1SC3=C(N1)C=1C=CC=CC1C3)=O)=CC=CC2)=O (2-(4-Phthalimidobutyl)-8H-indeno[1,2-d]thiazole). Reaction SMILES: Br[CH:2]1[CH2:10][C:9]2[C:4](=[CH:5][CH:6]=[CH:7][CH:8]=2)[C:3]1=O.[C:12]1(=[O:29])[N:16]([CH2:17][CH2:18][CH2:19][CH2:20][C:21](=[S:23])[NH2:22])[C:15](=[O:24])[C:14]2=[CH:25][CH:26]=[CH:27][CH:28]=[C:13]12>>[C:15]1(=[O:24])[N:16]([CH2:17][CH2:18][CH2:19][CH2:20][C:21]2[S:23][C:2]3[CH2:10][C:9]4[CH:8]=[CH:7][CH:6]=[CH:5][C:4]=4[C:3]=3[N:22]=2)[C:12](=[O:29])[C:13]2=[CH:28][CH:27]=[CH:26][CH:25]=[C:14]12. Procedure: 2-Bromo-1-indanone, 5-phthalimidopentanethioamide Reactants: C1CCOC1, CCN(C(C)C)C(C)C, CS(N)(=O)=O, [Cl-], CCOC(=O)C(CC)N1C(=O)C(CC(=O)O)CC(c2cccc(Cl)c2)C1c1ccc(Cl)cc1, [NH4+], O=C(n1ccnc1)n1ccnc1. Yields the product CCOC(=O)C(CC)N1C(=O)C(CC(=O)NS(C)(=O)=O)CC(c2cccc(Cl)c2)C1c1ccc(Cl)cc1. Reaction SMILES: [CH2:62]1[O:63][CH2:64][CH2:65][CH2:66]1.[CH2:6]([N:7]([CH:8]([CH3:9])[CH3:10])[CH:11]([CH3:12])[CH3:13])[CH3:14].[CH3:1][S:2](=[O:3])(=[O:4])[NH2:5].[Cl-:60].[Cl:27][c:28]1[cH:29][c:30]([CH:34]2[CH2:35][CH:36]([CH2:56][C:57](=[O:58])[OH:59])[C:37](=[O:55])[N:38]([CH:47]([C:48](=[O:49])[O:50][CH2:51][CH3:52])[CH2:53][CH3:54])[CH:39]2[c:40]2[cH:41][cH:42][c:43]([Cl:46])[cH:44][cH:45]2)[cH:31][cH:32][cH:33]1.[NH4+:61].[n:15]1([C:16]([n:17]2[cH:18][cH:19][n:20][cH:21]2)=[O:22])[cH:23][cH:24][n:25][cH:26]1>>[CH3:1][S:2](=[O:3])(=[O:4])[NH:5][C:57]([CH2:56][CH:36]1[CH2:35][CH:34]([c:30]2[cH:29][c:28]([Cl:27])[cH:33][cH:32][cH:31]2)[CH:39]([c:40]2[cH:41][cH:42][c:43]([Cl:46])[cH:44][cH:45]2)[N:38]([CH:47]([C:48](=[O:49])[O:50][CH2:51][CH3:52])[CH2:53][CH3:54])[C:37]1=[O:55])=[O:58]. Reactants: 50, [Cl-].[NH4+] (ammonium chloride), O (water), ClC1CCN(CC1)C (4-chloro-1-methylpiperidine), [Mg] (magnesium), 10, BrC1=CC=C(C#N)C=C1 (4-bromobenzonitrile). The solvent is O1CCCC1 (tetrahydrofuran), O1CCCC1 (tetrahydrofuran). Run at time 1 hour. Product: 10, BrC1=CC=C(C=C1)C(=O)C1CCN(CC1)C ((4-bromophenyl)-(1-methyl-4-piperidinyl)methanone). As a reaction SMILES: Cl[CH:2]1[CH2:7][CH2:6][N:5]([CH3:8])[CH2:4][CH2:3]1.[Mg].[Br:10][C:11]1[CH:18]=[CH:17][C:14]([C:15]#N)=[CH:13][CH:12]=1.[Cl-].[NH4+].[OH2:21]>O1CCCC1>[Br:10][C:11]1[CH:18]=[CH:17][C:14]([C:15]([CH:2]2[CH2:7][CH2:6][N:5]([CH3:8])[CH2:4][CH2:3]2)=[O:21])=[CH:13][CH:12]=1 |f:3.4|. Procedure details: To a stirred and cooled (10°-15° C.) Grignard-complex, previously prepared starting from 13.5 parts of 4-chloro-1-methylpiperidine and 2.4 parts of magnesium in 68 parts of tetrahydrofuran, is added dropwise a solution of 10 parts of 4-bromobenzonitrile in 22 parts of tetrahydrofuran. Upon completion, stirring is continued for 1 hour at reflux temperature. The reaction mixture is decomposed by pouring onto a mixture of 50 parts of ammonium chloride in 250 parts of water. The product is extracted... Starting materials: Cl, CCCP(=O)(CCCN)OC(C)C. The product is CCCP(=O)(O)CCCN. RXN SMILES: [ClH:14].[NH2:1][CH2:2][CH2:3][CH2:4][P:5]([O:6][CH:7]([CH3:8])[CH3:9])(=[O:10])[CH2:11][CH2:12][CH3:13]>>[NH2:1][CH2:2][CH2:3][CH2:4][P:5](=[O:6])([OH:10])[CH2:11][CH2:12][CH3:13].